describe an organic reaction: reactants, conditions, products, and yield From a dataset of the Open Reaction Database (ORD), a public repository of structured organic reaction records. Procedure details: In a manner similar to Example 1f, by reacting 6.9 g (17.2 mmol) of dimethyl 4-[3-(4-ethoxymethoxy-3-methylphenyl)propyl]phthalate in 100 ml of methanol with 3 ml of concentrated sulphuric acid. A colorless oil is obtained (m=5.2 g; y=88%). The product is CC=1C=C(C=CC1O)CCCC=1C=C(C(C(=O)OC)=CC1)C(=O)OC (Dimethyl 4-[3-(3-methyl-4-hydroxyphenyl)propyl]phthalate). The solvent is CO (methanol). As a reaction SMILES: C(OC[O:5][C:6]1[CH:11]=[CH:10][C:9]([CH2:12][CH2:13][CH2:14][C:15]2[CH:16]=[C:17]([C:25]([O:27][CH3:28])=[O:26])[C:18](=[CH:23][CH:24]=2)[C:19]([O:21][CH3:22])=[O:20])=[CH:8][C:7]=1[CH3:29])C.S(=O)(=O)(O)O>CO>[CH3:29][C:7]1[CH:8]=[C:9]([CH2:12][CH2:13][CH2:14][C:15]2[CH:16]=[C:17]([C:25]([O:27][CH3:28])=[O:26])[C:18](=[CH:23][CH:24]=2)[C:19]([O:21][CH3:22])=[O:20])[CH:10]=[CH:11][C:6]=1[OH:5]. The reactants are C(C)OCOC1=C(C=C(C=C1)CCCC=1C=C(C(C(=O)OC)=CC1)C(=O)OC)C (dimethyl 4-[3-(4-ethoxymethoxy-3-methylphenyl)propyl]phthalate), S(O)(O)(=O)=O (sulphuric acid). The reactants are C1CCC2=NCCCN2CC1, COc1ccc(C(=O)O)c([N+](=O)[O-])c1, CI, CN(C)C=O, O. The product is COC(=O)c1ccc(OC)cc1[N+](=O)[O-]. As a reaction SMILES: [CH2:15]1[CH2:16][CH2:17][C:18]2=[N:23][CH2:22][CH2:21][CH2:20][N:19]2[CH2:24][CH2:25]1.[CH3:1][O:2][c:3]1[cH:4][c:5]([N+:12](=[O:13])[O-:14])[c:6]([C:7](=[O:8])[OH:9])[cH:10][cH:11]1.[I:26][CH3:27].[O:29]=[CH:30][N:31]([CH3:32])[CH3:33].[OH2:28]>>[CH3:1][O:2][c:3]1[cH:4][c:5]([N+:12](=[O:13])[O-:14])[c:6]([C:7](=[O:8])[O:9][CH3:15])[cH:10][cH:11]1. The reactants are C1=CC2=C(C=C1C#N)C(=CN2)CCCCN3CCN(CC3)C=4C=CC5=C(C4)C=C(O5)C(=O)N (vilazodone), OCCCCC1=CNC2=CC=C(C=C12)C#N (3-(4-hydroxybutyl)-1H-indole-5-carbonitrile). The product is O=CCCCC1=CNC2=CC=C(C=C12)C#N (3-(4-oxobutyl)-1H-indole-5-carbonitrile). Procedure: According to another synthetic process described in US'916 patent, vilazodone is prepared by reacting 3-(4-hydroxybutyl)-1H-indole-5-carbonitrile with sulfur trioxide/pyridine complex in dimethylsulfoxide to produce a reaction mass, followed by customary work up and then concentrating the resulting mass to produce an oily residue. The resulting residue is then chromatographed on silica gel using a mixture of dichloromethane and methyl tert-butyl ether to produce 3-(4-oxobutyl)-1H-indole-5-carbon... RXN SMILES: C1C(C#N)=CC2C(CCCCN3CCN(C4C=CC5OC(C(N)=O)=CC=5C=4)CC3)=CNC=2C=1.[OH:34][CH2:35][CH2:36][CH2:37][CH2:38][C:39]1[C:47]2[C:42](=[CH:43][CH:44]=[C:45]([C:48]#[N:49])[CH:46]=2)[NH:41][CH:40]=1>CS(C)=O>[O:34]=[CH:35][CH2:36][CH2:37][CH2:38][C:39]1[C:47]2[C:42](=[CH:43][CH:44]=[C:45]([C:48]#[N:49])[CH:46]=2)[NH:41][CH:40]=1. Solvent: CS(=O)C (dimethylsulfoxide).